This data is from the Open Reaction Database (ORD), a public repository of structured organic reaction records. The task is: describe an organic reaction: reactants, conditions, products, and yield The solvent is C1CCOC1 (THF), CCCCCC (n-hexane), C(C)(=O)OCC (ethyl acetate), CO (MeOH), CN(C)C=O (DMF), C(C)(=O)O (acetic acid). Reaction SMILES: [NH2:1][CH2:2][CH2:3][CH2:4][CH2:5][OH:6].O=[C:8]1[CH2:13][O:12][C:11]([CH3:15])([CH3:14])[O:10][CH2:9]1.C([BH3-])#N.[Na+].[CH2:20]([O:23][C:24](Cl)=[O:25])[CH:21]=[CH2:22]>CO.C1COCC1.CCCCCC.C(OCC)(=O)C.CN(C=O)C.C(O)(=O)C>[CH2:20]([O:23][C:24]([CH:9]1[CH:8]([NH:1][CH2:2][CH2:3][CH2:4][CH2:5][OH:6])[CH2:13][O:12][C:11]([CH3:14])([CH3:15])[O:10]1)=[O:25])[CH:21]=[CH2:22] |f:2.3|. The product is C(C=C)OC(=O)C1OC(OCC1NCCCCO)(C)C (4-[allyloxycarbonyl-(2,2-dimethyl-1,3-dioxan-5-yl)]aminobutanol). Starting materials: C(C=C)OC(=O)Cl (allyloxycarbonyl chloride), NCCCCO (4-aminobutanol), O=C1COC(OC1)(C)C (5-oxo-2,2-dimethyl-1,3-dioxane), C(#N)[BH3-].[Na+] (sodium cyanoborohydride). Procedure details: To a solution of 4-aminobutanol (630 mg), 5-oxo-2,2-dimethyl-1,3-dioxane (1.0 g) and acetic acid (1.20 ml) in MeOH (9 ml)-DMF (4 ml) was added sodium cyanoborohydride (622 mg) with stirring at ambient temperature, and the mixture was stirred at the same temperature overnight. To the reaction mixture was added dropwise a solution of allyloxycarbonyl chloride (0.97 ml) in THF (2 ml) with stirring under ice-cooling, and the mixture was stirred at the same temperature for 1 hour. To the reaction mix... Starting materials: CC(C)(C)[O-], CCOCC, ClCCCSCc1cccnc1, [K+], C1CCOC1, O. Product: c1cncc(C2CCCS2)c1. Reaction SMILES: [CH3:13][C:14]([CH3:15])([O-:16])[CH3:17].[CH3:20][CH2:21][O:22][CH2:23][CH3:24].[Cl:1][CH2:2][CH2:3][CH2:4][S:5][CH2:6][c:7]1[cH:8][n:9][cH:10][cH:11][cH:12]1.[K+:18].[O:25]1[CH2:26][CH2:27][CH2:28][CH2:29]1.[OH2:19]>>[CH2:2]1[CH2:3][CH2:4][S:5][CH:6]1[c:7]1[cH:8][n:9][cH:10][cH:11][cH:12]1. Starting materials: C1(=CC=CC=C1)OC (anisole), C1(CCCCC1)C(=O)Cl (cyclohexanecarbonyl chloride), FC(S(=O)(=O)[O-])(F)F.[Yb+3].FC(S(=O)(=O)[O-])(F)F.FC(S(=O)(=O)[O-])(F)F (ytterbium(III) trifluoromethanesulfonate). Solvent: [N+](=O)([O-])C (nitromethane). Run at temperature 60 celsius, time 3 hour. The product is C1(CCCCC1)C(=O)C1=CC=C(C=C1)OC (4-Cyclohexylcarbonyl-1-methoxybenzene). Isolated yield 51.0%. Reaction SMILES: [C:1]1([O:7][CH3:8])[CH:6]=[CH:5][CH:4]=[CH:3][CH:2]=1.[CH:9]1([C:15](Cl)=[O:16])[CH2:14][CH2:13][CH2:12][CH2:11][CH2:10]1.FC(F)(F)S([O-])(=O)=O.[Yb+3].FC(F)(F)S([O-])(=O)=O.FC(F)(F)S([O-])(=O)=O>[N+](C)([O-])=O>[CH:9]1([C:15]([C:4]2[CH:5]=[CH:6][C:1]([O:7][CH3:8])=[CH:2][CH:3]=2)=[O:16])[CH2:14][CH2:13][CH2:12][CH2:11][CH2:10]1 |f:2.3.4.5|. Procedure: To commercially available nitromethane (5 ml) were added commercially available anisole (0.5 ml), commercially available cyclohexanecarbonyl chloride (0.63 ml) and commercially available ytterbium(III) trifluoromethanesulfonate (288 mg), and the admixture was stirred at 60° C. for 3 hours. The reaction mixture was partitioned between water and chloroform, and the chloroform layer was washed with saturated aqueous sodium hydrogen carbonate and brine and then dried with anhydrous sodium sulfate. A... Reactants: C1CCOC1, Clc1ccnc(Cl)n1, [H-], [Na+], c1ccc(-c2ncc[nH]2)cc1. The product is Clc1nccc(-n2ccnc2-c2ccccc2)n1. Reaction SMILES: [CH2:22]1[O:23][CH2:24][CH2:25][CH2:26]1.[Cl:14][c:15]1[n:16][cH:17][cH:18][c:19]([Cl:21])[n:20]1.[H-:13].[Na+:12].[c:1]1(-[c:7]2[nH:8][cH:9][cH:10][n:11]2)[cH:2][cH:3][cH:4][cH:5][cH:6]1>>[c:1]1(-[c:7]2[n:8][cH:9][cH:10][n:11]2-[c:19]2[cH:18][cH:17][n:16][c:15]([Cl:14])[n:20]2)[cH:2][cH:3][cH:4][cH:5][cH:6]1.